This data is from the Open Reaction Database (ORD), a public repository of structured organic reaction records. The task is: describe an organic reaction: reactants, conditions, products, and yield Reactants: ClC1=CC(=NC=N1)NC=1C=C(CN2C(C3=CC=CC=C3C2=O)=O)C=CC1 (2-[3-(6-Chloro-pyrimidin-4-ylamino)-benzyl]-isoindole-1,3-dione), Tetrakis(thriphenylphosphine) palladium[0], COC1=C(C=CC=C1)B(O)O (2-methoxyphenyl-boronic acid), [O-]P(=O)([O-])[O-].[K+].[K+].[K+] (K3PO4). Run in CN(C)C=O (DMF). Run at time 30 minute. The product is COC1=C(C=CC=C1)C1=CC(=NC=N1)NC=1C=C(CN2C(C3=CC=CC=C3C2=O)=O)C=CC1 (2-{3-[6-(2-Methoxy-phenyl)-pyrimidin-4-ylamino]-benzyl}-isoindole-1,3-dione). As a reaction SMILES: Cl[C:2]1[N:7]=[CH:6][N:5]=[C:4]([NH:8][C:9]2[CH:10]=[C:11]([CH:24]=[CH:25][CH:26]=2)[CH2:12][N:13]2[C:21](=[O:22])[C:20]3[C:15](=[CH:16][CH:17]=[CH:18][CH:19]=3)[C:14]2=[O:23])[CH:3]=1.[CH3:27][O:28][C:29]1[CH:34]=[CH:33][CH:32]=[CH:31][C:30]=1B(O)O.[O-]P([O-])([O-])=O.[K+].[K+].[K+]>CN(C=O)C>[CH3:27][O:28][C:29]1[CH:34]=[CH:33][CH:32]=[CH:31][C:30]=1[C:2]1[N:7]=[CH:6][N:5]=[C:4]([NH:8][C:9]2[CH:10]=[C:11]([CH:24]=[CH:25][CH:26]=2)[CH2:12][N:13]2[C:21](=[O:22])[C:20]3[C:15](=[CH:16][CH:17]=[CH:18][CH:19]=3)[C:14]2=[O:23])[CH:3]=1 |f:2.3.4.5|. Procedure details: 1.739 g 2-[3-(6-Chloro-pyrimidin-4-ylamino)-benzyl]-isoindole-1,3-dione (prepared in Example 67) (4.79 mmol) was suspended in 50 cm3 abs. DMF and the flask was filled with argon properly. 347 mg Tetrakis(thriphenylphosphine) palladium[0] (0.3 mmol) was added and the mixture was stirred at room temperature for 30 minutes. Then 968 mg 2-methoxyphenyl-boronic acid (6.50 mmol) and 2.123 g K3PO4 (3 mmol) was added. The mixture was ferluxed for 6 hours while slow argon flow was being applied. The reac... The reactants are NC1=C(C=C(C=C1)C=1SC2=C(N1)C=CC=C2)Cl (2-(4′-amino-3′-chlorophenyl)benzothiazole), N[C@@H](CCCCN)C(=O)O (lysine), N[C@@H](C)C(=O)O (alanine). Product: Cl.Cl.N[C@@H](CCCCN)C(=O)[NH-].NC1=C(C=C(C=C1)C=1SC2=C(N1)C=CC=C2)Cl (2-(4′-Amino-3′-chlorophenyl)benzothiazole Lysyl Amide Dihydrochloride Salt). As a reaction SMILES: [NH2:1][C:2]1[CH:7]=[CH:6][C:5]([C:8]2[S:9][C:10]3[CH:16]=[CH:15][CH:14]=[CH:13][C:11]=3[N:12]=2)=[CH:4][C:3]=1[Cl:17].[NH2:18][C@H:19]([C:25]([OH:27])=O)[CH2:20][CH2:21][CH2:22][CH2:23][NH2:24].N[C@H](C(O)=O)C>>[ClH:17].[ClH:17].[NH2:18][C@H:19]([C:25]([NH-:1])=[O:27])[CH2:20][CH2:21][CH2:22][CH2:23][NH2:24].[NH2:1][C:2]1[CH:7]=[CH:6][C:5]([C:8]2[S:9][C:10]3[CH:16]=[CH:15][CH:14]=[CH:13][C:11]=3[N:12]=2)=[CH:4][C:3]=1[Cl:17] |f:3.4.5.6|. Reported procedure: The title compound was prepared using the method of Example 22 but with 2-(4′-amino-3′-chlorophenyl)benzothiazole instead of 2-(4′-aminophenyl)-benzothiazole and BOC protected lysine instead of BOC protected alanine.